From a dataset of the Open Reaction Database (ORD), a public repository of structured organic reaction records. describe an organic reaction: reactants, conditions, products, and yield Starting materials: C(C=C)OC1(CCN(CC1)C1=C(C(=CC=2N1C=C(N2)C2=CC(=CC=C2)Br)C)[C@@H](C(=O)OC)OC(C)(C)C)C ((S)-methyl 2-(5-(4-(allyloxy)-4-methylpiperidin-1-yl)-2-(3-bromophenyl)-7-methylimidazo[1,2-a]pyridin-6-yl)-2-(tert-butoxy)acetate), OC1=C(C=C(C=C1)C)B(O)O ((2-hydroxy-5-methylphenyl)boronic acid), C(=O)([O-])[O-].[Na+].[Na+] (Na2CO3). The reagents and catalysts are C=1C=CC(=CC1)[P](C=2C=CC=CC2)(C=3C=CC=CC3)[Pd]([P](C=4C=CC=CC4)(C=5C=CC=CC5)C=6C=CC=CC6)([P](C=7C=CC=CC7)(C=8C=CC=CC8)C=9C=CC=CC9)[P](C=1C=CC=CC1)(C=1C=CC=CC1)C=1C=CC=CC1 (Pd(PPh3)4). Run in CCOC(=O)C (EtOAc), CN(C)C=O (DMF). Conditions: temperature 90 celsius. Product: C(C=C)OC1(CCN(CC1)C1=C(C(=CC=2N1C=C(N2)C=2C=C(C=CC2)C2=C(C=CC(=C2)C)O)C)[C@@H](C(=O)OC)OC(C)(C)C)C ((S)-Methyl 2-(5-(4-(allyloxy)-4-methylpiperidin-1-yl)-2-(2′-hydroxy-5′-methyl-[1,1′-biphenyl]-3-yl)-7-methylimidazo[1,2-a]pyridin-6-yl)-2-(tert-butoxy)acetate). Isolated yield 57.9%. As a reaction SMILES: [CH2:1]([O:4][C:5]1([CH3:38])[CH2:10][CH2:9][N:8]([C:11]2[N:16]3[CH:17]=[C:18]([C:20]4[CH:25]=[CH:24][CH:23]=[C:22](Br)[CH:21]=4)[N:19]=[C:15]3[CH:14]=[C:13]([CH3:27])[C:12]=2[C@H:28]([O:33][C:34]([CH3:37])([CH3:36])[CH3:35])[C:29]([O:31][CH3:32])=[O:30])[CH2:7][CH2:6]1)[CH:2]=[CH2:3].[OH:39][C:40]1[CH:45]=[CH:44][C:43]([CH3:46])=[CH:42][C:41]=1B(O)O.C([O-])([O-])=O.[Na+].[Na+]>CN(C=O)C.CCOC(C)=O.C1C=CC([P]([Pd]([P](C2C=CC=CC=2)(C2C=CC=CC=2)C2C=CC=CC=2)([P](C2C=CC=CC=2)(C2C=CC=CC=2)C2C=CC=CC=2)[P](C2C=CC=CC=2)(C2C=CC=CC=2)C2C=CC=CC=2)(C2C=CC=CC=2)C2C=CC=CC=2)=CC=1>[CH2:1]([O:4][C:5]1([CH3:38])[CH2:10][CH2:9][N:8]([C:11]2[N:16]3[CH:17]=[C:18]([C:20]4[CH:21]=[C:22]([C:41]5[CH:42]=[C:43]([CH3:46])[CH:44]=[CH:45][C:40]=5[OH:39])[CH:23]=[CH:24][CH:25]=4)[N:19]=[C:15]3[CH:14]=[C:13]([CH3:27])[C:12]=2[C@H:28]([O:33][C:34]([CH3:37])([CH3:36])[CH3:35])[C:29]([O:31][CH3:32])=[O:30])[CH2:7][CH2:6]1)[CH:2]=[CH2:3] |f:2.3.4,^1:70,72,91,110|. Procedure: To a solution of (S)-methyl 2-(5-(4-(allyloxy)-4-methylpiperidin-1-yl)-2-(3-bromophenyl)-7-methylimidazo[1,2-a]pyridin-6-yl)-2-(tert-butoxy)acetate (84 mg, 0.144 mmol, 1 equiv) and (2-hydroxy-5-methylphenyl)boronic acid (33 mg, 0.216 mmol, 1.5 equiv) in DMF (1.4 mL, sparged with nitrogen for 10 min) was added Pd(PPh3)4 (17 mg, 0.014 mmol, 0.1 equiv) and 2 M Na2CO3 (0.144 mL, 0.287 mmol, 2 equiv). The reaction was heated at 90° C. for 3 h. Upon cooling to ambient temperature, the reaction was dil...